The task is: describe an organic reaction: reactants, conditions, products, and yield. This data is from the Open Reaction Database (ORD), a public repository of structured organic reaction records. Reactants: ClCc1ccc(Cl)cc1Cl, Cc1c[nH]c2c(C=CC(=O)NS(=O)(=O)c3cc(Cl)c(Cl)s3)cc(F)cc12, [H-], [Na+], CN(C)C=O. The product is Cc1cn(Cc2ccc(Cl)cc2Cl)c2c(C=CC(=O)NS(=O)(=O)c3cc(Cl)c(Cl)s3)cc(F)cc12. Reaction SMILES: [Cl:29][c:30]1[c:31]([CH2:32][Cl:33])[cH:34][cH:35][c:36]([Cl:38])[cH:37]1.[F:1][c:2]1[cH:3][c:4]2[c:5]([CH3:26])[cH:6][nH:7][c:8]2[c:9]([CH:11]=[CH:12][C:13](=[O:14])[NH:15][S:16](=[O:17])(=[O:18])[c:19]2[s:20][c:21]([Cl:25])[c:22]([Cl:24])[cH:23]2)[cH:10]1.[H-:28].[Na+:27].[O:39]=[CH:40][N:41]([CH3:42])[CH3:43]>>[F:1][c:2]1[cH:3][c:4]2[c:5]([CH3:26])[cH:6][n:7]([CH2:32][c:31]3[c:30]([Cl:29])[cH:37][c:36]([Cl:38])[cH:35][cH:34]3)[c:8]2[c:9]([CH:11]=[CH:12][C:13](=[O:14])[NH:15][S:16](=[O:17])(=[O:18])[c:19]2[s:20][c:21]([Cl:25])[c:22]([Cl:24])[cH:23]2)[cH:10]1.